This data is from the Open Reaction Database (ORD), a public repository of structured organic reaction records. The task is: describe an organic reaction: reactants, conditions, products, and yield Reactants: CC(C)(C)OC(=O)NCC1(c2ccc(Br)cc2)c2ccccc2-c2nccn21, Cl, C1COCCO1. Yields the product NCC1(c2ccc(Br)cc2)c2ccccc2-c2[nH+]ccn21, [Cl-]. Reaction SMILES: [Br:1][c:2]1[cH:3][cH:4][c:5]([C:8]2([CH2:20][NH:21][C:22](=[O:23])[O:24][C:25]([CH3:26])([CH3:27])[CH3:28])[n:9]3[c:10]([n:17][cH:18][cH:19]3)-[c:11]3[cH:12][cH:13][cH:14][cH:15][c:16]32)[cH:6][cH:7]1.[ClH:29].[O:30]1[CH2:31][CH2:32][O:33][CH2:34][CH2:35]1>>[Br:1][c:2]1[cH:3][cH:4][c:5]([C:8]2([CH2:20][NH2:21])[n:9]3[c:10]([nH+:17][cH:18][cH:19]3)-[c:11]3[cH:12][cH:13][cH:14][cH:15][c:16]32)[cH:6][cH:7]1.[Cl-:29].